Dataset: the Open Reaction Database (ORD), a public repository of structured organic reaction records. Task: describe an organic reaction: reactants, conditions, products, and yield Reactants: COC(=O)C=1C(=C2CCC(N(C2=C(N1)Br)CC1=CC=CC=C1)=O)O (1-benzyl-8-bromo-5-hydroxy-2-oxo-1,2,3,4-tetrahydro-[1,7]naphthyridine-6-carboxylic acid methyl ester), C[Sn](C)(C)C (tetramethyltin), CCOC(=O)C (EtOAc), Cl (HCl). Reagents/catalysts: Cl[Pd]([P](C1=CC=CC=C1)(C2=CC=CC=C2)C3=CC=CC=C3)([P](C4=CC=CC=C4)(C5=CC=CC=C5)C6=CC=CC=C6)Cl (PdCl2(PPh3)2). The solvent is CN(C)C=O (DMF), [Cl-].[Na+].O (brine). Conditions: temperature 120 celsius. Yields the product COC(=O)C=1C(=C2CCC(N(C2=C(N1)C)CC1=CC=CC=C1)=O)O (1-Benzyl-5-hydroxy-8-methyl-2-oxo-1,2,3,4-tetrahydro-[1,7]naphthyridine-6-carboxylic acid methyl ester). Yield: 79.5%. RXN SMILES: [CH3:1][O:2][C:3]([C:5]1[C:6]([OH:24])=[C:7]2[C:12](=[C:13](Br)[N:14]=1)[N:11]([CH2:16][C:17]1[CH:22]=[CH:21][CH:20]=[CH:19][CH:18]=1)[C:10](=[O:23])[CH2:9][CH2:8]2)=[O:4].[CH3:25][Sn](C)(C)C.CCOC(C)=O.Cl>CN(C=O)C.[Cl-].[Na+].O.Cl[Pd](Cl)([P](C1C=CC=CC=1)(C1C=CC=CC=1)C1C=CC=CC=1)[P](C1C=CC=CC=1)(C1C=CC=CC=1)C1C=CC=CC=1>[CH3:1][O:2][C:3]([C:5]1[C:6]([OH:24])=[C:7]2[C:12](=[C:13]([CH3:25])[N:14]=1)[N:11]([CH2:16][C:17]1[CH:22]=[CH:21][CH:20]=[CH:19][CH:18]=1)[C:10](=[O:23])[CH2:9][CH2:8]2)=[O:4] |f:5.6.7,^1:47,66|. Procedure: A mixture of 1-benzyl-8-bromo-5-hydroxy-2-oxo-1,2,3,4-tetrahydro-[1,7]naphthyridine-6-carboxylic acid methyl ester (145 mg, 0.37 mmol), tetramethyltin (0.3 mL, 1.85 mmol), and PdCl2(PPh3)2 (52 mg, 0.074 mmol) in DMF (5 mL) was heated at 120° C. under nitrogen atmosphere for 2 h. After the mixture was cooled to r.t., EtOAc (50 mL) and brine (10 mL) were added. 1M HCl was added until pH about 3. The aqueous layer was extracted with additional EtOAc, and the organic layers were combined and washed ... Starting materials: [Al+3], ClCCl, [Cl-], [Cl-], [Cl-], NS(=O)(=O)c1cc(C(=O)Cl)ccc1Cl, CC(=O)n1c2ccccc2c2ccccc21. The product is CC(=O)n1c2ccccc2c2ccc(C(=O)c3ccc(Cl)c(S(N)(=O)=O)c3)cc21. RXN SMILES: [Al+3:32].[CH2:35]([Cl:36])[Cl:37].[Cl-:31].[Cl-:33].[Cl-:34].[Cl:17][c:18]1[c:19]([S:27]([NH2:28])(=[O:29])=[O:30])[cH:20][c:21]([C:22](=[O:23])[Cl:24])[cH:25][cH:26]1.[cH:1]1[cH:2][cH:3][cH:4][c:5]2[c:6]3[cH:7][cH:8][cH:9][cH:10][c:11]3[n:12]([C:14]([CH3:15])=[O:16])[c:13]12>>[cH:1]1[cH:2][cH:3][cH:4][c:5]2[c:6]3[cH:7][cH:8][c:9]([C:22]([c:21]4[cH:20][c:19]([S:27]([NH2:28])(=[O:29])=[O:30])[c:18]([Cl:17])[cH:26][cH:25]4)=[O:23])[cH:10][c:11]3[n:12]([C:14]([CH3:15])=[O:16])[c:13]12. Reactants: C(CCC)N1C(C(=C(C2=CC=CN=C12)C1=CC(=CC=C1)OC)NC(=O)NC1=C(C=CC(=C1)CBr)C(C)(C)C)=O (N-[1-butyl-4-(3-methoxyphenyl)-1,2-dihydro-2-oxo-1,8-naphthyridin-3-yl]-N′-[2-tert-butyl-5-(bromomethyl)phenyl]urea), N1CCCC1 (pyrrolidine), O (water). Run in C1CCOC1 (THF). Run at time 3 hour. Product: C(CCC)N1C(C(=C(C2=CC=CN=C12)C1=CC(=CC=C1)OC)NC(=O)NC1=C(C=CC(=C1)CN1CCCC1)C(C)(C)C)=O (N-[1-butyl-4-(3-methoxyphenyl)-1,2-dihydro-2-oxo-1,8-naphthyridin-3-yl]-N′-[2-tert-butyl-5(1-pyrrolidinylmethyl)phenyl]urea). Isolated yield 75.0%. As a reaction SMILES: [CH2:1]([N:5]1[C:14]2[C:9](=[CH:10][CH:11]=[CH:12][N:13]=2)[C:8]([C:15]2[CH:20]=[CH:19][CH:18]=[C:17]([O:21][CH3:22])[CH:16]=2)=[C:7]([NH:23][C:24]([NH:26][C:27]2[CH:32]=[C:31]([CH2:33]Br)[CH:30]=[CH:29][C:28]=2[C:35]([CH3:38])([CH3:37])[CH3:36])=[O:25])[C:6]1=[O:39])[CH2:2][CH2:3][CH3:4].[NH:40]1[CH2:44][CH2:43][CH2:42][CH2:41]1.O>C1COCC1>[CH2:1]([N:5]1[C:14]2[C:9](=[CH:10][CH:11]=[CH:12][N:13]=2)[C:8]([C:15]2[CH:20]=[CH:19][CH:18]=[C:17]([O:21][CH3:22])[CH:16]=2)=[C:7]([NH:23][C:24]([NH:26][C:27]2[CH:32]=[C:31]([CH2:33][N:40]3[CH2:44][CH2:43][CH2:42][CH2:41]3)[CH:30]=[CH:29][C:28]=2[C:35]([CH3:38])([CH3:37])[CH3:36])=[O:25])[C:6]1=[O:39])[CH2:2][CH2:3][CH3:4]. Procedure: To a solution of N-[1-butyl-4-(3-methoxyphenyl)-1,2-dihydro-2-oxo-1,8-naphthyridin-3-yl]-N′-[2-tert-butyl-5-(bromomethyl)phenyl]urea (330 mg, 0.56 mmol) in THF (tetrahydrofuran, 5 ml) is added pyrrolidine (362 mg, 5.09 mmol), and the mixture is stirred at room temperature for 3 hours. The mixture is poured into water, and the mixture is extracted with ethyl acetate. The extract is washed with water and a saturated brine, and dried over anhydrous magnesium sulfate. The solvent is evaporated under... Starting materials: [Al+3], CC(CCCC(C)(C)O)C1CCC2C3=CC=C4CC(O)C=CC4(C)C3CCC21C, [H-], [H-], [H-], [H-], [Li+], C1CCOC1, O=C1N=NC(=O)N1c1ccccc1. Product: CC(CCCC(C)(C)O)C1CCC2C3=CC=C4CC(O)CC(O)C4(C)C3CCC21C. Reaction SMILES: [Al+3:44].[CH3:1][C:2]([CH3:3])([CH2:4][CH2:5][CH2:6][CH:7]([CH3:8])[CH:9]1[CH2:10][CH2:11][CH:12]2[C:13]3=[CH:14][CH:15]=[C:16]4[CH2:17][CH:18]([OH:28])[CH:19]=[CH:20][C:21]4([CH3:22])[CH:23]3[CH2:24][CH2:25][C:26]12[CH3:27])[OH:29].[H-:43].[H-:46].[H-:47].[H-:48].[Li+:45].[O:49]1[CH2:50][CH2:51][CH2:52][CH2:53]1.[c:30]1([N:31]2[C:32](=[O:41])[N:33]=[N:34][C:35]2=[O:36])[cH:37][cH:38][cH:39][cH:40][cH:42]1>>[CH3:1][C:2]([CH3:3])([CH2:4][CH2:5][CH2:6][CH:7]([CH3:8])[CH:9]1[CH2:10][CH2:11][CH:12]2[C:13]3=[CH:14][CH:15]=[C:16]4[CH2:17][CH:18]([OH:28])[CH2:19][CH:20]([OH:41])[C:21]4([CH3:22])[CH:23]3[CH2:24][CH2:25][C:26]12[CH3:27])[OH:29]. Starting materials: CN(C)CC1=CC=CC(=N1)SCCCNC(=C[N+](=O)[O-])SC (1-[3-(6-Dimethylaminomethyl-2-pyridylthio) propylamino]-1-methylthio-2-nitroethene), CN (monomethylamine). The solvent is C(C)O (ethanol). Conditions: time 18 hour. Yields the product CN(C)CC1=CC=CC(=N1)SCCCNC(=C[N+](=O)[O-])NC (N-[3-(6-Dimethylaminomethyl-2-pyridylthio)propyl]-N'-methyl-2-nitro-1,1-diaminoethene). As a reaction SMILES: [CH3:1][N:2]([CH2:4][C:5]1[N:10]=[C:9]([S:11][CH2:12][CH2:13][CH2:14][NH:15][C:16](SC)=[CH:17][N+:18]([O-:20])=[O:19])[CH:8]=[CH:7][CH:6]=1)[CH3:3].[CH3:23][NH2:24]>C(O)C>[CH3:1][N:2]([CH2:4][C:5]1[N:10]=[C:9]([S:11][CH2:12][CH2:13][CH2:14][NH:15][C:16]([NH:24][CH3:23])=[CH:17][N+:18]([O-:20])=[O:19])[CH:8]=[CH:7][CH:6]=1)[CH3:3]. Procedure details: 1-[3-(6-Dimethylaminomethyl-2-pyridylthio) propylamino]-1-methylthio-2-nitroethene (1.25 g, 0.0037 mol) is added to ethanol (15 ml) saturated with monomethylamine gas at ice bath temperature and is allowed to stir at ambient temperature for 18 hours. The reaction solvent is removed and the residue is chromatographed on silica gel (50 g) eluting with 5-20% methanol/chloroform to 1.1 g of a glassy product. Starting materials: C([O-])([O-])=O.[K+].[K+] (potassium carbonate), C(CCC)N1C(=O)N(C=2N=CNC2C1=S)CC (1-n-Butyl-3-ethyl-6-thioxanthine), BrCC(C)=O (1-bromopropan-2-one). Solvent: CN(C=O)C (dimethyl formamide). Run at temperature 50 celsius. Product: C(CCC)N1C(=O)N(C=2N=CN(C2C1=S)CC(C)=O)CC (1-n-butyl-3-ethyl-7-(2-oxopropyl)-6-thioxanthine). RXN SMILES: [CH2:1]([N:5]1[C:14](=[S:15])[C:13]2[NH:12][CH:11]=[N:10][C:9]=2[N:8]([CH2:16][CH3:17])[C:6]1=[O:7])[CH2:2][CH2:3][CH3:4].C(=O)([O-])[O-].[K+].[K+].Br[CH2:25][C:26](=[O:28])[CH3:27]>CN(C)C=O>[CH2:1]([N:5]1[C:14](=[S:15])[C:13]2[N:12]([CH2:25][C:26](=[O:28])[CH3:27])[CH:11]=[N:10][C:9]=2[N:8]([CH2:16][CH3:17])[C:6]1=[O:7])[CH2:2][CH2:3][CH3:4] |f:1.2.3|. Procedure: 1-n-Butyl-3-ethyl-6-thioxanthine (4 g) was dissolved in dimethyl formamide (30 ml) and a small amount of potassium carbonate was added. To this mixture, 1-bromopropan-2-one (2,7 g) was added dropwise at room temperature, with stirring. The reaction was heated at about 50° C. for two hours. The reaction mixture was then extracted with chloroform several times, the chloroform phase washed with 1N KOH and water, dried with sodium sulphate, filtered and the chloroform removed in vacuo to yield a red... Starting materials: Cn1c(=S)[nH]c2c(c1=O)CN(Cc1ccccc1)CC2, Cl, [Na+], [OH-], O, OO. Product: Cn1c(=O)[nH]c2c(c1=O)CN(Cc1ccccc1)CC2. As a reaction SMILES: [CH2:3]([c:4]1[cH:5][cH:6][cH:7][cH:8][cH:9]1)[N:10]1[CH2:11][c:12]2[c:13]([nH:14][c:15](=[S:20])[n:16]([CH3:19])[c:17]2=[O:18])[CH2:21][CH2:22]1.[ClH:25].[Na+:24].[OH-:23].[OH2:26].[OH:1][OH:2]>>[O:1]=[c:15]1[nH:14][c:13]2[c:12]([c:17](=[O:18])[n:16]1[CH3:19])[CH2:11][N:10]([CH2:3][c:4]1[cH:5][cH:6][cH:7][cH:8][cH:9]1)[CH2:22][CH2:21]2. Starting materials: ClCCl, CN(C)C=O, [Cl-], O=C(O)C(CC1CCCC1)c1ccc(S(=O)(=O)C2CCCC2)c(Cl)c1, O=C(Cl)C(=O)Cl, CC(C)(O)Cn1ccc(N)n1, Cc1cccc(C)n1. The product is CC(C)(O)Cn1ccc(NC(=O)C(CC2CCCC2)c2ccc(S(=O)(=O)C3CCCC3)c(Cl)c2)n1. As a reaction SMILES: [CH2:52]([Cl:53])[Cl:54].[CH3:55][N:56]([CH3:57])[CH:58]=[O:59].[Cl-:51].[Cl:1][c:2]1[cH:3][c:4]([CH:16]([C:17](=[O:18])[OH:19])[CH2:20][CH:21]2[CH2:22][CH2:23][CH2:24][CH2:25]2)[cH:5][cH:6][c:7]1[S:8](=[O:9])(=[O:10])[CH:11]1[CH2:12][CH2:13][CH2:14][CH2:15]1.[Cl:26][C:27]([C:28]([Cl:29])=[O:30])=[O:31].[NH2:32][c:33]1[n:34][n:35]([CH2:38][C:39]([CH3:40])([OH:41])[CH3:42])[cH:36][cH:37]1.[n:43]1[c:44]([CH3:45])[cH:46][cH:47][cH:48][c:49]1[CH3:50]>>[Cl:1][c:2]1[cH:3][c:4]([CH:16]([C:17](=[O:19])[NH:32][c:33]2[n:34][n:35]([CH2:38][C:39]([CH3:40])([OH:41])[CH3:42])[cH:36][cH:37]2)[CH2:20][CH:21]2[CH2:22][CH2:23][CH2:24][CH2:25]2)[cH:5][cH:6][c:7]1[S:8](=[O:9])(=[O:10])[CH:11]1[CH2:12][CH2:13][CH2:14][CH2:15]1.